From a dataset of the Open Reaction Database (ORD), a public repository of structured organic reaction records. describe an organic reaction: reactants, conditions, products, and yield Run in O (water). Reported procedure: 2.775 g (4.52 mmol) of Oxone were dissolved in 9 ml of water, and 500 mg (2.66 mmol) of 1-[4-amino-2-(methylsulfanyl)-1,3-thiazol-5-yl]ethanone, dissolved in 9 ml of methanol, were added dropwise at 5° C. The mixture was stirred at RT for 3 h, the methanol was reduced on a rotary evaporator and the residue was extracted twice with dichloromethane. Removal of the solvent gave 395 mg (52% of theory) of the product as a solid. Conditions: time 3 hour. As a reaction SMILES: O[O:2][S:3]([O-:5])=O.[K+].[NH2:7][C:8]1[N:9]=[C:10](SC)[S:11][C:12]=1[C:13](=[O:15])[CH3:14].[CH3:18]O>O>[NH2:7][C:8]1[N:9]=[C:10]([S:3]([CH3:18])(=[O:5])=[O:2])[S:11][C:12]=1[C:13](=[O:15])[CH3:14] |f:0.1|. The reactants are NC=1N=C(SC1C(C)=O)SC (1-[4-amino-2-(methylsulfanyl)-1,3-thiazol-5-yl]ethanone), CO (methanol), OOS(=O)[O-].[K+] (Oxone). Yields the product NC=1N=C(SC1C(C)=O)S(=O)(=O)C (1-[4-Amino-2-(methylsulfonyl)-1,3-thiazol-5-yl]ethanone). Yields the product N1(C=NC=C1)C=1C=C(C=C(C1)C(F)(F)F)NC(C1=CC(=C(C=C1)C)I)=O (N-(3-(1H-imidazol-1-yl)-5-(trifluoromethyl)phenyl)-3-iodo-4-methylbenzamide). Run in C(Cl)Cl (DCM). RXN SMILES: [I:1][C:2]1[CH:3]=[C:4]([CH:8]=[CH:9][C:10]=1[CH3:11])[C:5]([OH:7])=O.S(Cl)(Cl)=O.[N:16]1([C:21]2[CH:22]=[C:23]([CH:25]=[C:26]([C:28]([F:31])([F:30])[F:29])[CH:27]=2)[NH2:24])[CH:20]=[CH:19][N:18]=[CH:17]1.C(N(C(C)C)CC)(C)C>C(Cl)Cl>[N:16]1([C:21]2[CH:22]=[C:23]([NH:24][C:5](=[O:7])[C:4]3[CH:8]=[CH:9][C:10]([CH3:11])=[C:2]([I:1])[CH:3]=3)[CH:25]=[C:26]([C:28]([F:30])([F:31])[F:29])[CH:27]=2)[CH:20]=[CH:19][N:18]=[CH:17]1. Starting materials: C(C)(C)N(CC)C(C)C (diisopropylethylamine), IC=1C=C(C(=O)O)C=CC1C (3-Iodo-4-methylbenzoic acid), S(=O)(Cl)Cl (thionyl chloride), N1(C=NC=C1)C=1C=C(N)C=C(C1)C(F)(F)F (3-(1H-imidazol-1-yl)-5-(trifluoromethyl)aniline). Procedure: To 3-Iodo-4-methylbenzoic acid (3.07 g, 0.0117 mol) was added thionyl chloride (10 mL) and refluxed for 2 h. The excess thionyl chloride was carefully removed and the resulting acid chloride was dried in vacuo for 2 h. The residue was then dissolved in DCM (anhydrous, 25 mL) and cooled on ice. To the cooled solution was added 3-(1H-imidazol-1-yl)-5-(trifluoromethyl)aniline 5 (3.46 g, 0.0152 mol) in DCM followed by the dropwise addition of diisopropylethylamine (8.2 mL, 0.047 mol). This was stirr... Isolated yield 84.3%. Conditions: time 21 hour. Starting materials: C1=CC(=CC(=C1)Cl)C(=O)OO (mCPBA), CSC=1N=NC(=C(N1)NC1=CC=C(C=C1)C)C(=O)N (3-(Methylthio)-5-(p-tolylamino)-1,2,4-triazine-6-carboxamide), CCN(C(C)C)C(C)C (DIEA), C(C)(C)(C)OC(N[C@H]1COCC[C@H]1N)=O (tert-butyl((3R,4R)-4-aminotetrahydro-2H-pyran-3-yl)carbamate). Reaction SMILES: CS[C:3]1[N:4]=[N:5][C:6]([C:17]([NH2:19])=[O:18])=[C:7]([NH:9][C:10]2[CH:15]=[CH:14][C:13]([CH3:16])=[CH:12][CH:11]=2)[N:8]=1.C1C=C(Cl)C=C(C(OO)=O)C=1.CCN(C(C)C)C(C)C.C(OC(=O)[NH:46][C@@H:47]1[C@H:52]([NH2:53])[CH2:51][CH2:50][O:49][CH2:48]1)(C)(C)C>CN1C(=O)CCC1.CCOC(C)=O>[NH2:46][C@@H:47]1[C@H:52]([NH:53][C:3]2[N:4]=[N:5][C:6]([C:17]([NH2:19])=[O:18])=[C:7]([NH:9][C:10]3[CH:15]=[CH:14][C:13]([CH3:16])=[CH:12][CH:11]=3)[N:8]=2)[CH2:51][CH2:50][O:49][CH2:48]1. Procedure details: 3-(Methylthio)-5-(p-tolylamino)-1,2,4-triazine-6-carboxamide (26 mg, 0.095 mmol) was dissolved in 4 mL NMP. To it was added mCPBA (77%) (86 mg, 0.38 mmol). The mixture was stirred at RT for 1 h. To it was added DIEA (0.17 mL, 0.95 mmol) and tert-butyl((3R,4R)-4-aminotetrahydro-2H-pyran-3-yl)carbamate (41 mg, 0.19 mmol). The mixture was stirred at 80° C. for 2 h. The mixture was diluted with 100 mL EtOAc, washed with 1N NaOH and brine, dried, concentrated in vacuo. It was then treated with neat T... Run in CN1CCCC1=O (NMP), CCOC(=O)C (EtOAc). Reaction conditions: time 1 hour. Yields the product N[C@H]1COCC[C@H]1NC=1N=NC(=C(N1)NC1=CC=C(C=C1)C)C(=O)N (3-(((3R,4R)-3-aminotetrahydro-2H-pyran-4-yl)amino)-5-(p-tolylamino)-1,2,4-triazine-6-carboxamide). Yield: 82.8%. The product is C(C)(C)(C)OC(=O)N1CCC2=C(CC1)C(=C(C=C2)Cl)S (3-tert-butoxycarbonyl-7-chloro-6-mercapto-2,3,4,5-tetrahydro-1H-benzo[d]azepine). The yield is 104.2%. Reaction SMILES: [C:1]([O:5][C:6]([N:8]1[CH2:14][CH2:13][C:12]2[C:15]([S:20]C(=O)N(C)C)=[C:16]([Cl:19])[CH:17]=[CH:18][C:11]=2[CH2:10][CH2:9]1)=[O:7])([CH3:4])([CH3:3])[CH3:2].[OH-].[K+]>CO.[NH4+].[Cl-]>[C:1]([O:5][C:6]([N:8]1[CH2:14][CH2:13][C:12]2[C:15]([SH:20])=[C:16]([Cl:19])[CH:17]=[CH:18][C:11]=2[CH2:10][CH2:9]1)=[O:7])([CH3:4])([CH3:2])[CH3:3] |f:1.2,4.5|. Reported procedure: Dissolve 3-tert-butoxycarbonyl-7-chloro-6-dimethylcarbamoylthio-2,3,4,5-tetrahydro-1H-benzo[d]azepine (706 mg, 1.84 mmol) in methanol (20 mL). Add potassium hydroxide (3.5 g, 55 mmol) and heat the mixture at reflux for 3h. Cool to ambient temperature. Pour reaction in saturated aqueous NH4Cl solution. Extract three times with EtOAc. Combine organic extracts, dry over Na2SO4 and concentrate in vacuo to obtain crude 3-tert-butoxycarbonyl-7-chloro-6-mercapto-2,3,4,5-tetrahydro-1H-benzo[d]azepine (6... Run in CO (methanol), [NH4+].[Cl-] (NH4Cl). The reactants are C(C)(C)(C)OC(=O)N1CCC2=C(CC1)C(=C(C=C2)Cl)SC(N(C)C)=O (3-tert-butoxycarbonyl-7-chloro-6-dimethylcarbamoylthio-2,3,4,5-tetrahydro-1H-benzo[d]azepine), [OH-].[K+] (potassium hydroxide). Reactants: [Br-], CC(=O)Oc1ccc2ncc3c(c2c1)CCCC3, CCCC[N+](CCCC)(CCCC)CCCC, CCOCC, CO. The product is Oc1ccc2ncc3c(c2c1)CCCC3. As a reaction SMILES: [Br-:21].[C:1](=[O:2])([CH3:3])[O:4][c:5]1[cH:6][c:7]2[c:8]3[c:13]([cH:14][n:15][c:16]2[cH:17][cH:18]1)[CH2:12][CH2:11][CH2:10][CH2:9]3.[CH2:22]([N+:23]([CH2:24][CH2:25][CH2:26][CH3:27])([CH2:28][CH2:29][CH2:30][CH3:31])[CH2:32][CH2:33][CH2:34][CH3:35])[CH2:36][CH2:37][CH3:38].[CH2:39]([O:40][CH2:41][CH3:42])[CH3:43].[CH3:19][OH:20]>>[OH:4][c:5]1[cH:6][c:7]2[c:8]3[c:13]([cH:14][n:15][c:16]2[cH:17][cH:18]1)[CH2:12][CH2:11][CH2:10][CH2:9]3. Conditions: temperature 80 celsius. Procedure details: A solution of toluene-4-sulfonic acid but-3-ynyl ester (45.0 g) and piperidine (40 mL) in ethanol (70 mL) was treated with a solution of potassium carbonate (27.8 g) in water (70 mL). The mixture was heated to 80° C. for 2 h, cooled to RT, and extracted with DCM (3×100 mL). The combined organic phases were dried (magnesium sulfate), and evaporated. Distillation of the residue (110° C., 30 mm Hg) gave the title compound as a colorless oil (17.3 g). Solvent: C(C)O (ethanol), O (water). Starting materials: C(CC#C)OS(=O)(=O)C1=CC=C(C=C1)C (toluene-4-sulfonic acid but-3-ynyl ester), N1CCCCC1 (piperidine), C([O-])([O-])=O.[K+].[K+] (potassium carbonate). As a reaction SMILES: C(OS([C:9]1[CH:14]=[CH:13][C:12]([CH3:15])=CC=1)(=O)=O)CC#C.[NH:16]1C[CH2:20][CH2:19][CH2:18][CH2:17]1.C(=O)([O-])[O-].[K+].[K+]>C(O)C.O>[CH2:17]([N:16]1[CH2:15][CH2:12][CH2:13][CH2:14][CH2:9]1)[CH2:18][C:19]#[CH:20] |f:2.3.4|. The product is C(CC#C)N1CCCCC1 (1-But-3-ynyl-piperidine). Reactants: CN(C)C=O, O=C(C(CCBr)c1ccccc1)N1C2CCCC1CC2, CCN(C(C)C)C(C)C, [I-], [K+], c1ccc(N2CCNCC2)nc1. The product is O=C(C(CCN1CCN(c2ccccn2)CC1)c1ccccc1)N1C2CCCC1CC2. Reaction SMILES: [CH3:44][N:45]([CH3:46])[CH:47]=[O:48].[CH:13]12[CH2:14][CH2:15][CH2:16][CH:17]([CH2:18][CH2:19]1)[N:20]2[C:21]([CH:22]([CH2:23][CH2:24][Br:25])[c:26]1[cH:27][cH:28][cH:29][cH:30][cH:31]1)=[O:32].[CH:33]([N:34]([CH:35]([CH3:36])[CH3:37])[CH2:38][CH3:39])([CH3:40])[CH3:41].[I-:43].[K+:42].[n:1]1[c:2]([N:7]2[CH2:8][CH2:9][NH:10][CH2:11][CH2:12]2)[cH:3][cH:4][cH:5][cH:6]1>>[n:1]1[c:2]([N:7]2[CH2:8][CH2:9][N:10]([CH2:24][CH2:23][CH:22]([C:21]([N:20]3[CH:13]4[CH2:14][CH2:15][CH2:16][CH:17]3[CH2:18][CH2:19]4)=[O:32])[c:26]3[cH:27][cH:28][cH:29][cH:30][cH:31]3)[CH2:11][CH2:12]2)[cH:3][cH:4][cH:5][cH:6]1.